This data is from the Open Reaction Database (ORD), a public repository of structured organic reaction records. The task is: describe an organic reaction: reactants, conditions, products, and yield The reactants are COC(=O)C(C)(C)Cc1cc(C)c(-c2nc3cc(-c4nnc(-c5ccc(OC)cc5)o4)ccc3[nH]2)c(C)c1, CO, Cl, [Na+], [OH-]. Product: COc1ccc(-c2nnc(-c3ccc4[nH]c(-c5c(C)cc(CC(C)(C)C(=O)O)cc5C)nc4c3)o2)cc1. RXN SMILES: [CH3:1][O:2][C:3]([C:4]([CH2:5][c:6]1[cH:7][c:8]([CH3:35])[c:9](-[c:13]2[n:14][c:15]3[c:16]([nH:17]2)[cH:18][cH:19][c:20](-[c:22]2[o:23][c:24](-[c:27]4[cH:28][cH:29][c:30]([O:33][CH3:34])[cH:31][cH:32]4)[n:25][n:26]2)[cH:21]3)[c:10]([CH3:12])[cH:11]1)([CH3:36])[CH3:37])=[O:38].[CH3:42][OH:43].[ClH:41].[Na+:40].[OH-:39]>>[O:2]=[C:3]([C:4]([CH2:5][c:6]1[cH:7][c:8]([CH3:35])[c:9](-[c:13]2[n:14][c:15]3[c:16]([nH:17]2)[cH:18][cH:19][c:20](-[c:22]2[o:23][c:24](-[c:27]4[cH:28][cH:29][c:30]([O:33][CH3:34])[cH:31][cH:32]4)[n:25][n:26]2)[cH:21]3)[c:10]([CH3:12])[cH:11]1)([CH3:36])[CH3:37])[OH:38]. Starting materials: [Cl-].CC1=NC=C(C=2N1N=C(N2)C[P+](C2=CC=CC=C2)(C2=CC=CC=C2)C2=CC=CC=C2)C (((5,8-dimethyl-[1,2,4]triazolo[1,5-c]pyrimidin-2-yl)methyl)triphenylphosphonium chloride), CN1N=C(N=C1C=O)N1C(CCC1)C (1-methyl-3-(2-methylpyrrolidin-1-yl)-1H-1,2,4-triazole-5-carbaldehyde). Product: CC1=NC=C(C=2N1N=C(N2)\C=C\C=2N(N=C(N2)N2C(CCC2)C)C)C (5,8-dimethyl-2-{(E)-2-[2-methyl-5-(2-methyl-pyrrolidin-1-yl)-2H-[1,2,4]triazol-3-yl]-vinyl}-[1,2,4]triazolo[1,5-c]pyrimidine). The yield is 73.6%. RXN SMILES: [Cl-].[CH3:2][C:3]1[N:8]2[N:9]=[C:10]([CH2:12][P+](C3C=CC=CC=3)(C3C=CC=CC=3)C3C=CC=CC=3)[N:11]=[C:7]2[C:6]([CH3:32])=[CH:5][N:4]=1.[CH3:33][N:34]1[C:38]([CH:39]=O)=[N:37][C:36]([N:41]2[CH2:45][CH2:44][CH2:43][CH:42]2[CH3:46])=[N:35]1>>[CH3:2][C:3]1[N:8]2[N:9]=[C:10](/[CH:12]=[CH:39]/[C:38]3[N:34]([CH3:33])[N:35]=[C:36]([N:41]4[CH2:45][CH2:44][CH2:43][CH:42]4[CH3:46])[N:37]=3)[N:11]=[C:7]2[C:6]([CH3:32])=[CH:5][N:4]=1 |f:0.1|. Procedure details: Was prepared in the same manner as described in Example 49e) using ((5,8-dimethyl-[1,2,4]triazolo[1,5-c]pyrimidin-2-yl)methyl)triphenylphosphonium chloride (350 mg, 763 μmol, Eq: 1.00) and 1-methyl-3-(2-methylpyrrolidin-1-yl)-1H-1,2,4-triazole-5-carbaldehyde (148 mg, 763 μmol, Eq: 1.00) affording 5,8-dimethyl-2-{(E)-2-[2-methyl-5-(2-methyl-pyrrolidin-1-yl)-2H-[1,2,4]triazol-3-yl]-vinyl}-[1,2,4]triazolo[1,5-c]pyrimidine (190 mg, 73.6%) as a bright yellow solid. MS: m/z=339.5 (M+H+) Product: Cl.NCC1=C(C=C(C=C1C(C)(C)C)C(C)(C)C)O (2-(aminomethyl)-3,5-di-tert-butylphenol hydrochloride). Starting materials: ice water, C(C)(C)(C)C=1C=C(C=C(C1)C(C)(C)C)O (3,5-di-tert-butylphenol), OCNC(CCl)=O (N-hydroxymethyl-2-chloroacetamide), S(O)(O)(=O)=O (sulfuric acid), C(=O)(O)[O-].[Na+] (NaHCO3). Procedure: A finely powdered mixture of 5.2 g (25 mmol) of 3,5-di-tert-butylphenol and 3.15 g (25 mmol) of N-hydroxymethyl-2-chloroacetamide was added in portions to a vigorously stirred solution of 22.5 mL acetic acid and 2.5 mL (98%) sulfuric acid at 0-10° C. The reaction mixture was allowed to warm to room temperature over several hours, and stirring was maintained for a total of 16 hours. The reaction mixture was poured into ice-water, neutralized with saturated aqueous NaHCO3 solution and extracted in... The solvent is C(C)(=O)O (acetic acid). RXN SMILES: [C:1]([C:5]1[CH:6]=[C:7]([OH:15])[CH:8]=[C:9]([C:11]([CH3:14])([CH3:13])[CH3:12])[CH:10]=1)([CH3:4])([CH3:3])[CH3:2].O[CH2:17][NH:18]C(=O)C[Cl:21].S(=O)(=O)(O)O.C([O-])(O)=O.[Na+]>C(O)(=O)C>[ClH:21].[NH2:18][CH2:17][C:8]1[C:9]([C:11]([CH3:14])([CH3:13])[CH3:12])=[CH:10][C:5]([C:1]([CH3:4])([CH3:3])[CH3:2])=[CH:6][C:7]=1[OH:15] |f:3.4,6.7|. Starting materials: ClC1=CC(=NC=C1C1CC1)C(=O)O (4-Chloro-5-cyclopropyl-pyridine-2-carboxylic acid), FC([C@@H](C)O)(F)F ((R)-1,1,1-trifluoropropan-2-ol). Yields the product C1(CC1)C=1C(=CC(=NC1)C(=O)O)O[C@@H](C(F)(F)F)C (5-Cyclopropyl-4-((R)-2,2,2-trifluoro-1-methyl-ethoxy)-pyridine-2-carboxylic acid). Reported procedure: The title compound was synthesized in analogy to Example 68a, using 4-Chloro-5-cyclopropyl-pyridine-2-carboxylic acid (Example 48b) and (R)-1,1,1-trifluoropropan-2-ol (CAN 17628-73-8) as starting materials and isolated (231 mg, 41%) as light brown solid; MS (ESI, m/z): 276.5 (M+H+). RXN SMILES: Cl[C:2]1[C:7]([CH:8]2[CH2:10][CH2:9]2)=[CH:6][N:5]=[C:4]([C:11]([OH:13])=[O:12])[CH:3]=1.[F:14][C:15]([F:20])([F:19])[C@H:16]([OH:18])[CH3:17]>>[CH:8]1([C:7]2[C:2]([O:18][C@H:16]([CH3:17])[C:15]([F:20])([F:19])[F:14])=[CH:3][C:4]([C:11]([OH:13])=[O:12])=[N:5][CH:6]=2)[CH2:10][CH2:9]1. Reactants: C(=O)([O-])[O-].[K+].[K+] (K2CO3), ClC1=CC=C2C(=CC=NC2=C1)O (7-Chloro4-quinolinol), Li2CO3, Cl (HCl), C(C)OCC (diethyl ether), BrCCCCCBr (1,5-Dibromopentane). Run in O (water), CN1CCCC1=O (NMP), O (H2O). Conditions: temperature 90 celsius, time 1 hour. Yields the product BrCCCCCOC1=CC=NC2=CC(=CC=C12)Cl (4-(5-Bromopentyloxy)-7-chloroquinoline). Isolated yield 12.3%. RXN SMILES: [Cl:1][C:2]1[CH:11]=[C:10]2[C:5]([C:6]([OH:12])=[CH:7][CH:8]=[N:9]2)=[CH:4][CH:3]=1.[Br:13][CH2:14][CH2:15][CH2:16][CH2:17][CH2:18]Br.Cl.C(OCC)C.C([O-])([O-])=O.[K+].[K+]>O.CN1C(=O)CCC1>[Br:13][CH2:14][CH2:15][CH2:16][CH2:17][CH2:18][O:12][C:6]1[C:5]2[C:10](=[CH:11][C:2]([Cl:1])=[CH:3][CH:4]=2)[N:9]=[CH:8][CH:7]=1 |f:4.5.6|. Procedure: 7-Chloro4-quinolinol (2 g, 11.1 mmol), Li2CO3 (1.7 g, 22.3 mmol) and NMP (16 mL) were charged in a 100 ml round-bottomed flask equipped with a magnetic stirrer. 1,5-Dibromopentane (13.5 g, 55.7 mmol) was added and the reaction mixture was stirred for 1 h at 90° C. The reaction mixture was poured in 100 mL of H2O, extracted with EtOAc (300 mL). The organic layer was washed with water (30 mL), brine (2×30 mL), dried over MgSO4, filtered and evaporated at 30° C. to dryness. HCl 1M in diethyl ether ... Starting materials: Clc1cccc(Br)c1, [Li]CCCC, CCCCCC, [Cl-], CCOC(=O)C(F)(F)Cl, NCCCCN, [NH4+]. Product: O=C(c1cccc(Cl)c1)C(F)(F)Cl. Reaction SMILES: [Br:1][c:2]1[cH:3][c:4]([Cl:8])[cH:5][cH:6][cH:7]1.[CH2:15]([Li:16])[CH2:17][CH2:18][CH3:19].[CH3:31][CH2:32][CH2:33][CH2:34][CH2:35][CH3:36].[Cl-:29].[Cl:20][C:21]([C:22](=[O:23])[O:24][CH2:25][CH3:26])([F:27])[F:28].[NH2:9][CH2:10][CH2:11][CH2:12][CH2:13][NH2:14].[NH4+:30]>>[c:2]1([C:22]([C:21]([Cl:20])([F:27])[F:28])=[O:23])[cH:3][c:4]([Cl:8])[cH:5][cH:6][cH:7]1. Starting materials: O=S(=O)(Cl)c1ccc(Br)cc1, CN1CCNCC1, ClCCl, c1ccncc1. Product: CN1CCN(S(=O)(=O)c2ccc(Br)cc2)CC1. Reaction SMILES: [Br:1][c:2]1[cH:3][cH:4][c:5]([S:8](=[O:9])(=[O:10])[Cl:11])[cH:6][cH:7]1.[CH3:12][N:13]1[CH2:14][CH2:15][NH:16][CH2:17][CH2:18]1.[Cl:25][CH2:26][Cl:27].[cH:19]1[cH:20][cH:21][n:22][cH:23][cH:24]1>>[Br:1][c:2]1[cH:3][cH:4][c:5]([S:8](=[O:9])(=[O:10])[N:16]2[CH2:15][CH2:14][N:13]([CH3:12])[CH2:18][CH2:17]2)[cH:6][cH:7]1.